From a dataset of the Open Reaction Database (ORD), a public repository of structured organic reaction records. describe an organic reaction: reactants, conditions, products, and yield The reactants are FC(S(=O)(=O)OC=1C(=CC(=C2C=CC=NC12)Cl)C(C)=O)(F)F (7-Acetyl-5-chloroquinolin-8-yl trifluoromethanesulfonate), Cl.Cl.C1(CC1)N1CCNCC1 (1-cyclopropylpiperazine dihydrochloride), C([O-])([O-])=O.[Cs+].[Cs+] (cesium carbonate). The reagents and catalysts are C(C)(=O)[O-].[Pd+2].C(C)(=O)[O-] (palladium acetate), C1=CC=C(C=C1)P(C2=CC=CC=C2)C3=C(C4=CC=CC=C4C=C3)C5=C(C=CC6=CC=CC=C65)P(C7=CC=CC=C7)C8=CC=CC=C8 ((S)-(−)-2,2′-bis(diphenylphosphino)-1,1′-binaphthyl). Solvent: O1CCCC1 (tetrahydrofuran), ClCCl (dichloromethane). Conditions: temperature 65 celsius. The product is ClC1=C2C=CC=NC2=C(C(=C1)C(C)=O)N1CCN(CC1)C1CC1 (1-[5-Chloro-8-(4-cyclopropylpiperazin-1-yl)quinolin-7-yl]ethanone). The yield is 54.5%. Reaction SMILES: FC(F)(F)S(O[C:7]1[C:8]([C:18](=[O:20])[CH3:19])=[CH:9][C:10]([Cl:17])=[C:11]2[C:16]=1[N:15]=[CH:14][CH:13]=[CH:12]2)(=O)=O.Cl.Cl.[CH:25]1([N:28]2[CH2:33][CH2:32][NH:31][CH2:30][CH2:29]2)[CH2:27][CH2:26]1.C(=O)([O-])[O-].[Cs+].[Cs+]>O1CCCC1.ClCCl.C([O-])(=O)C.[Pd+2].C([O-])(=O)C.C1C=CC(P(C2C=CC3C(=CC=CC=3)C=2C2C3C(=CC=CC=3)C=CC=2P(C2C=CC=CC=2)C2C=CC=CC=2)C2C=CC=CC=2)=CC=1>[Cl:17][C:10]1[CH:9]=[C:8]([C:18](=[O:20])[CH3:19])[C:7]([N:31]2[CH2:32][CH2:33][N:28]([CH:25]3[CH2:27][CH2:26]3)[CH2:29][CH2:30]2)=[C:16]2[C:11]=1[CH:12]=[CH:13][CH:14]=[N:15]2 |f:1.2.3,4.5.6,9.10.11|. Procedure: A stirred mixture of 7-acetyl-5-chloroquinolin-8-yl trifluoromethanesulfonate (0.12 g, 0.34 mmol, from Example 47, Step 2), 1-cyclopropylpiperazine dihydrochloride (0.081 g, 0.41 mmol), palladium acetate (1.5 mg, 0.0068 mmol), (S)-(−)-2,2′-bis(diphenylphosphino)-1,1′-binaphthyl (6.3 mg, 0.010 mmol), and cesium carbonate (0.44 g, 1.4 mmol) in tetrahydrofuran (3 mL) was heated at 65° C. overnight. The mixture was cooled, diluted with dichloromethane and filtered. The filtrate was washed with brine... Reactants: O=C(OCc1ccccc1)ON1C(=O)CCC1=O, ClCCl, CC(C)(N)C(=O)NC1CCc2cc(F)ccc2NC1=O. The product is CC(C)(NC(=O)OCc1ccccc1)C(=O)NC1CCc2cc(F)ccc2NC1=O. RXN SMILES: [CH2:21]([c:22]1[cH:23][cH:24][cH:25][cH:26][cH:27]1)[O:28][C:29](=[O:30])[O:31][N:32]1[C:33](=[O:34])[CH2:35][CH2:36][C:37]1=[O:38].[CH2:39]([Cl:40])[Cl:41].[NH2:1][C:2]([C:3](=[O:4])[NH:5][CH:6]1[C:7](=[O:18])[NH:8][c:9]2[c:10]([cH:13][c:14]([F:17])[cH:15][cH:16]2)[CH2:11][CH2:12]1)([CH3:19])[CH3:20]>>[NH:1]([C:2]([C:3](=[O:4])[NH:5][CH:6]1[C:7](=[O:18])[NH:8][c:9]2[c:10]([cH:13][c:14]([F:17])[cH:15][cH:16]2)[CH2:11][CH2:12]1)([CH3:19])[CH3:20])[C:29]([O:28][CH2:21][c:22]1[cH:23][cH:24][cH:25][cH:26][cH:27]1)=[O:30]. The reactants are S(=O)(Cl)Cl (thionyl chloride), ClC1=C(C(=O)O)C(=C(C(=C1F)F)Cl)F (2,5-dichloro-3,4,6-trifluorobenzoic acid). The solvent is CN(C=O)C (dimethylformamide). The product is ClC1=C(C(=O)Cl)C(=C(C(=C1F)F)Cl)F (2,5-Dichloro-3,4,6-trifluorobenzoyl chloride). As a reaction SMILES: S(Cl)([Cl:3])=O.[Cl:5][C:6]1[C:14]([F:15])=[C:13]([F:16])[C:12]([Cl:17])=[C:11]([F:18])[C:7]=1[C:8](O)=[O:9]>CN(C)C=O>[Cl:5][C:6]1[C:14]([F:15])=[C:13]([F:16])[C:12]([Cl:17])=[C:11]([F:18])[C:7]=1[C:8]([Cl:3])=[O:9]. Reported procedure: 160 ml of thionyl chloride are initially introduced into the reaction vessel at room temperature. 36.8 g (0.15 mol) of 2,5-dichloro-3,4,6-trifluorobenzoic acid are added in portions, while stirring. After addition of 0.5 ml of dimethylformamide, the mixture is slowly heated to 80°-90° C. and is stirred at this temperature for 5 hours. It is then concentrated and the residue is distilled under a high vacuum. Reactants: C1(CC1)N1C=C(C(C2=CC(=C(C=C12)N1CC(NCC1)C#C)F)=O)C(=O)O (1-cyclopropyl-7-(3-ethynyl-1-piperazinyl)-6-fluoro-1,4-dihydro-4-oxo-3-quinolinecarboxylic acid), C=O (formalin). Solvent: C(=O)O (formic acid). Yields the product C1(CC1)N1C=C(C(C2=CC(=C(C=C12)N1CC(N(CC1)C)C#C)F)=O)C(=O)O (1-Cyclopropyl-7-(3-ethynyl-4-methyl-1-piperazinyl) -6-fluoro-1,4-dihydro-4-oxo-3-quinolinecarboxylic acid). Reaction SMILES: [CH:1]1([N:4]2[C:13]3[C:8](=[CH:9][C:10]([F:22])=[C:11]([N:14]4[CH2:19][CH2:18][NH:17][CH:16]([C:20]#[CH:21])[CH2:15]4)[CH:12]=3)[C:7](=[O:23])[C:6]([C:24]([OH:26])=[O:25])=[CH:5]2)[CH2:3][CH2:2]1.[CH2:27]=O>C(O)=O>[CH:1]1([N:4]2[C:13]3[C:8](=[CH:9][C:10]([F:22])=[C:11]([N:14]4[CH2:19][CH2:18][N:17]([CH3:27])[CH:16]([C:20]#[CH:21])[CH2:15]4)[CH:12]=3)[C:7](=[O:23])[C:6]([C:24]([OH:26])=[O:25])=[CH:5]2)[CH2:3][CH2:2]1. Procedure details: A mixture of 200 mg of 1-cyclopropyl-7-(3-ethynyl-1-piperazinyl)-6-fluoro-1,4-dihydro-4-oxo-3-quinolinecarboxylic acid, 0.3 ml of 90% formic acid and 0.24 ml of 37% formalin is heated for 2 hcurs, then evaporated. The residue is diluted with water, nuetralized to pH 7 with 1N sodium hydroxide, the solid collected, and washed with water, ether and dried in vacuo, giving 156 mg of the desired product. Reactants: C1CCOC1, [Li]CCCC, CCOC(=O)CP(=O)(OCC)OCC, COc1ccc2c(Oc3ccc(C=O)cc3)c(-c3ccsc3)c(C)cc2c1. Product: CCOC(=O)C=Cc1ccc(Oc2c(-c3ccsc3)c(C)cc3cc(OC)ccc23)cc1. RXN SMILES: [CH2:47]1[O:48][CH2:49][CH2:50][CH2:51]1.[CH3:15][CH2:16][CH2:17][CH2:18][Li:19].[CH3:1][CH2:2][O:3][C:4](=[O:5])[CH2:6][P:7]([O:8][CH2:9][CH3:10])([O:11][CH2:12][CH3:13])=[O:14].[CH3:20][O:21][c:22]1[cH:23][c:24]2[cH:25][c:26]([CH3:46])[c:27](-[c:41]3[cH:42][s:43][cH:44][cH:45]3)[c:28]([O:32][c:33]3[cH:34][cH:35][c:36]([CH:37]=[O:38])[cH:39][cH:40]3)[c:29]2[cH:30][cH:31]1>>[CH3:1][CH2:2][O:3][C:4](=[O:5])[CH:6]=[CH:37][c:36]1[cH:35][cH:34][c:33]([O:32][c:28]2[c:27](-[c:41]3[cH:42][s:43][cH:44][cH:45]3)[c:26]([CH3:46])[cH:25][c:24]3[cH:23][c:22]([O:21][CH3:20])[cH:31][cH:30][c:29]32)[cH:40][cH:39]1. Starting materials: CC(c1ccc(C(=O)NCCC(=O)OC(C)(C)C)cc1)n1nc(-c2cc(Cl)cc(Cl)c2)cc1-c1cnc2ccccc2c1, O=C(O)C(F)(F)F. Product: CC(c1ccc(C(=O)NCCC(=O)O)cc1)n1nc(-c2cc(Cl)cc(Cl)c2)cc1-c1cnc2ccccc2c1. As a reaction SMILES: [Cl:1][c:2]1[cH:3][c:4](-[c:9]2[n:10][n:11]([CH:24]([CH3:25])[c:26]3[cH:27][cH:28][c:29]([C:30](=[O:31])[NH:32][CH2:33][CH2:34][C:35](=[O:36])[O:37][C:38]([CH3:39])([CH3:40])[CH3:41])[cH:42][cH:43]3)[c:12](-[c:14]3[cH:15][n:16][c:17]4[cH:18][cH:19][cH:20][cH:21][c:22]4[cH:23]3)[cH:13]2)[cH:5][c:6]([Cl:8])[cH:7]1.[F:44][C:45]([F:46])([F:47])[C:48]([OH:49])=[O:50]>>[Cl:1][c:2]1[cH:3][c:4](-[c:9]2[n:10][n:11]([CH:24]([CH3:25])[c:26]3[cH:27][cH:28][c:29]([C:30](=[O:31])[NH:32][CH2:33][CH2:34][C:35](=[O:36])[OH:37])[cH:42][cH:43]3)[c:12](-[c:14]3[cH:15][n:16][c:17]4[cH:18][cH:19][cH:20][cH:21][c:22]4[cH:23]3)[cH:13]2)[cH:5][c:6]([Cl:8])[cH:7]1.